This data is from the Open Reaction Database (ORD), a public repository of structured organic reaction records. The task is: describe an organic reaction: reactants, conditions, products, and yield The reactants are BrC(Br)(Br)Br, CCC(=CC=O)c1cccc(O[Si](C)(C)C(C)(C)C)c1, ClCCl, [Zn], c1ccc(P(c2ccccc2)c2ccccc2)cc1. Yields the product CCC(=CC=C(Br)Br)c1cccc(O[Si](C)(C)C(C)(C)C)c1. As a reaction SMILES: [C:20]([Br:21])([Br:22])([Br:23])[Br:24].[C:25]([CH3:26])([CH3:27])([CH3:28])[Si:29]([O:30][c:31]1[cH:32][c:33]([C:37](=[CH:38][CH:39]=[O:40])[CH2:41][CH3:42])[cH:34][cH:35][cH:36]1)([CH3:43])[CH3:44].[Cl:45][CH2:46][Cl:47].[Zn:48].[c:1]1([P:2]([c:3]2[cH:4][cH:5][cH:6][cH:7][cH:8]2)[c:9]2[cH:10][cH:11][cH:12][cH:13][cH:14]2)[cH:15][cH:16][cH:17][cH:18][cH:19]1>>[C:20]([Br:21])([Br:24])=[CH:39][CH:38]=[C:37]([c:33]1[cH:32][c:31]([O:30][Si:29]([C:25]([CH3:26])([CH3:27])[CH3:28])([CH3:43])[CH3:44])[cH:36][cH:35][cH:34]1)[CH2:41][CH3:42]. Reactants: CC(=O)N1N=C(N)SC1(CCNS(C)(=O)=O)c1ccccc1, O=S(Cl)Cl, CC(C(=O)O)c1ccccc1, CC(C(=O)Cl)c1ccccc1, c1ccncc1. The product is CC(=O)N1N=C(NC(=O)C(C)c2ccccc2)SC1(CCNS(C)(=O)=O)c1ccccc1. Reaction SMILES: [C:23]([CH3:24])(=[O:25])[N:26]1[C:27]([c:32]2[cH:33][cH:34][cH:35][cH:36][cH:37]2)([CH2:38][CH2:39][NH:40][S:41](=[O:42])(=[O:43])[CH3:44])[S:28][C:29]([NH2:31])=[N:30]1.[S:51]([Cl:52])([Cl:53])=[O:54].[c:12]1([CH:13]([CH3:14])[C:15]([OH:16])=[O:17])[cH:18][cH:19][cH:20][cH:21][cH:22]1.[c:1]1([CH:7]([C:8](=[O:9])[Cl:10])[CH3:11])[cH:2][cH:3][cH:4][cH:5][cH:6]1.[cH:45]1[cH:46][cH:47][n:48][cH:49][cH:50]1>>[c:1]1([CH:7]([C:8](=[O:9])[NH:31][C:29]2=[N:30][N:26]([C:23]([CH3:24])=[O:25])[C:27]([c:32]3[cH:33][cH:34][cH:35][cH:36][cH:37]3)([CH2:38][CH2:39][NH:40][S:41](=[O:42])(=[O:43])[CH3:44])[S:28]2)[CH3:11])[cH:2][cH:3][cH:4][cH:5][cH:6]1. Reactants: COC(=O)C(C)Br, O=C([O-])O, C#CCN, [Na+], O. The product is C#CCNC(C)C(=O)OC. RXN SMILES: [Br:5][CH:6]([C:7](=[O:8])[O:9][CH3:10])[CH3:11].[C:12](=[O:13])([OH:14])[O-:15].[CH2:1]([C:2]#[CH:3])[NH2:4].[Na+:16].[OH2:17]>>[CH2:1]([C:2]#[CH:3])[NH:4][CH:6]([C:7](=[O:8])[O:9][CH3:10])[CH3:11].